This data is from the Open Reaction Database (ORD), a public repository of structured organic reaction records. The task is: describe an organic reaction: reactants, conditions, products, and yield Yields the product O=Cc1ccc(Sc2ccccc2)cc1. Reactants: CCCCCC, CCOC(C)=O, O=Cc1ccc(F)cc1, [K+], [K+], O=C([O-])[O-], CN(C)C=O, O, Sc1ccccc1. Reaction SMILES: [CH3:29][CH2:30][CH2:31][CH2:32][CH2:33][CH3:34].[CH3:35][CH2:36][O:37][C:38]([CH3:39])=[O:40].[F:14][c:15]1[cH:16][cH:17][c:18]([CH:19]=[O:20])[cH:21][cH:22]1.[K+:8].[K+:9].[O-:10][C:11]([O-:12])=[O:13].[O:24]=[CH:25][N:26]([CH3:27])[CH3:28].[OH2:23].[SH:1][c:2]1[cH:3][cH:4][cH:5][cH:6][cH:7]1>>[S:1]([c:2]1[cH:3][cH:4][cH:5][cH:6][cH:7]1)[c:15]1[cH:16][cH:17][c:18]([CH:19]=[O:20])[cH:21][cH:22]1. Starting materials: [BH4-], O=C1COCc2ccc(Br)cc21, CCO, [Na+], O. The product is OC1COCc2ccc(Br)cc21. Reaction SMILES: [BH4-:1].[Br:3][c:4]1[cH:5][c:6]2[c:11]([cH:12][cH:13]1)[CH2:10][O:9][CH2:8][C:7]2=[O:14].[CH3:16][CH2:17][OH:18].[Na+:2].[OH2:15]>>[Br:3][c:4]1[cH:5][c:6]2[c:11]([cH:12][cH:13]1)[CH2:10][O:9][CH2:8][CH:7]2[OH:14]. Starting materials: N1(N=NC=C1)CCCCC1=CC=C(C=C1)O (4-(4-[1,2,3]triazol-1-yl-butyl)phenol), [H-].[Na+] (sodium hydride), O (water), ClCC=1C(=NC(=CC1)C1=C(C=C(C=C1)C(F)(F)F)F)C (3-Chloromethyl-6-(2-fluoro-4-trifluoromethyl-phenyl)-2-methyl-pyridine). Solvent: CN(C=O)C (N,N-dimethylformamide). Run at temperature 0 celsius, time 30 minute. The product is FC1=C(C=CC(=C1)C(F)(F)F)C1=CC=C(C(=N1)C)COC1=CC=C(C=C1)CCCCN1N=NC=C1 (6-(2-Fluoro-4-trifluoromethyl-phenyl)-2-methyl-3-[4-(4-[1,2,3]triazol-1-yl-butyl)-phenoxymethyl]-pyridine). Yield: 77.3%. Reaction SMILES: [N:1]1([CH2:6][CH2:7][CH2:8][CH2:9][C:10]2[CH:15]=[CH:14][C:13]([OH:16])=[CH:12][CH:11]=2)[CH:5]=[CH:4][N:3]=[N:2]1.[H-].[Na+].Cl[CH2:20][C:21]1[C:22]([CH3:38])=[N:23][C:24]([C:27]2[CH:32]=[CH:31][C:30]([C:33]([F:36])([F:35])[F:34])=[CH:29][C:28]=2[F:37])=[CH:25][CH:26]=1.O>CN(C)C=O>[F:37][C:28]1[CH:29]=[C:30]([C:33]([F:35])([F:36])[F:34])[CH:31]=[CH:32][C:27]=1[C:24]1[N:23]=[C:22]([CH3:38])[C:21]([CH2:20][O:16][C:13]2[CH:12]=[CH:11][C:10]([CH2:9][CH2:8][CH2:7][CH2:6][N:1]3[CH:5]=[CH:4][N:3]=[N:2]3)=[CH:15][CH:14]=2)=[CH:26][CH:25]=1 |f:1.2|. Procedure: A solution of 359 mg (1.65 mmol) 4-(4-[1,2,3]triazol-1-yl-butyl)phenol in 20.0 ml N,N-dimethylformamide was treated at 0° C. with 66 mg (1.65 mmol) of 60% sodium hydride and stirred at 0° C. for 30 min. Then 500 mg (1.65 mmol) 3-Chloromethyl-6-(2-fluoro-4-trifluoromethyl-phenyl)-2-methyl-pyridine were added and stirred continued at r. t. over night. After addition of 40 ml water, the precipitate was isolated, washed thoroughly with water and diisopropylether. The residue was dried at 40° C. to g... Starting materials: CS(=O)(=O)O[C@@H]([C@@H]1CN(CCO1)[C@H](C)C1=CC=CC=C1)C1=CC=CC=C1 ((R)-Phenyl{(2S)-4-[(1R)-1-phenylethyl]morpholin-2-yl}methyl methanesulphonate), C([O-])([O-])=O.[K+].[K+] (potassium carbonate), FC(C1=C(C=CC=C1)S)(F)F (2-trifluoromethylbenzenethiol). Reaction conditions: time 3 day. The product is C1(=CC=CC=C1)[C@@H](C)N1C[C@H](OCC1)[C@@H](SC1=C(C=CC=C1)C(F)(F)F)C1=CC=CC=C1 ((2S)-4-[(1R)-1-Phenylethyl]-2-((S)-phenyl{[2-(trifluoromethyl)phenyl]thio}methyl)morpholine). Isolated yield 70.5%. As a reaction SMILES: CS(O[C@H:6]([C:21]1[CH:26]=[CH:25][CH:24]=[CH:23][CH:22]=1)[C@H:7]1[O:12][CH2:11][CH2:10][N:9]([C@@H:13]([C:15]2[CH:20]=[CH:19][CH:18]=[CH:17][CH:16]=2)[CH3:14])[CH2:8]1)(=O)=O.C(=O)([O-])[O-].[K+].[K+].[F:33][C:34]([F:43])([F:42])[C:35]1[CH:40]=[CH:39][CH:38]=[CH:37][C:36]=1[SH:41]>>[C:15]1([C@H:13]([N:9]2[CH2:10][CH2:11][O:12][C@H:7]([C@H:6]([C:21]3[CH:26]=[CH:25][CH:24]=[CH:23][CH:22]=3)[S:41][C:36]3[CH:37]=[CH:38][CH:39]=[CH:40][C:35]=3[C:34]([F:33])([F:42])[F:43])[CH2:8]2)[CH3:14])[CH:16]=[CH:17][CH:18]=[CH:19][CH:20]=1 |f:1.2.3|. Procedure details: A mixture of 51 (0.035 g, 0.093 mmol), potassium carbonate (0.026 g, 0.19 mmol) and 2-trifluoromethylbenzenethiol (0.084 g, 0.47 mmol) in dry, degassed dimethylformamide (0.5 ml) was stirred under nitrogen at room temperature for 3 days. The reaction mixture was diluted with water and extracted with diethyl ether. The extracts was washed with water and brine, dried over magnesium sulphate, filtered and evaporated to give a colourless oil (0.03 g, 71%). Purification by flash column chromatography... Starting materials: NC=1SC=C(N1)C (2-amino-4-methyl thiazole), ClCC(CC(=O)OCC)=O (ethyl chloroacetoacetate), Intermediate 2. Solvent: polyphosphoric acid. Product: ClCC=1N=C2N(C(C1)=O)C(=CS2)C (7-(Chloromethyl)-3-methyl-5H-[1,3]thiazolo[3,2-a]pyrimidin-5-one). Isolated yield 85.3%. RXN SMILES: [NH2:1][C:2]1[S:3][CH:4]=[C:5]([CH3:7])[N:6]=1.[Cl:8][CH2:9][C:10](=O)[CH2:11][C:12](OCC)=[O:13]>>[Cl:8][CH2:9][C:10]1[N:1]=[C:2]2[S:3][CH:4]=[C:5]([CH3:7])[N:6]2[C:12](=[O:13])[CH:11]=1. Procedure details: This compound was synthesized from 2-amino-4-methyl thiazole (5.0 g, 43.710 mmol) and ethyl chloroacetoacetate (9.893 g, 59.561 mmol) in polyphosphoric acid (40.0 g) according to the procedure described in Step 1, Intermediate 2 to afford 8.0 g of the desired compound as a black solid; 1H NMR (300 MHz, DMSO-d6) δ 2.67 (s, 3H), 4.53 (s, 2H), 6.27 (s, 1H), 7.05 (s, 1H); ESI-MS (m/z) 215.39 (M+H)+. The reactants are C1(=CC=CC=C1)P(C1=CC=CC=C1)C1=CC=CC=C1 (triphenylphosphine), C(C1=CC=CC=C1)OC1=CC=C(C=C1)NC(C(F)(F)F)=O (N-(4-benzyloxy-phenyl)-2,2,2-trifluoro-acetamide), C(Cl)(Cl)(Cl)Cl (carbon tetrachloride). Product: C(C1=CC=CC=C1)OC1=CC=C(C=C1)N=C(C(F)(F)F)Cl ((4-Benzyloxy-phenyl)-(1-chloro-2,2,2-trifluoro-ethylidene)-amine). As a reaction SMILES: C1(P(C2C=CC=CC=2)C2C=CC=CC=2)C=CC=CC=1.[CH2:20]([O:27][C:28]1[CH:33]=[CH:32][C:31]([NH:34][C:35](=O)[C:36]([F:39])([F:38])[F:37])=[CH:30][CH:29]=1)[C:21]1[CH:26]=[CH:25][CH:24]=[CH:23][CH:22]=1.C(Cl)(Cl)(Cl)[Cl:42]>>[CH2:20]([O:27][C:28]1[CH:33]=[CH:32][C:31]([N:34]=[C:35]([Cl:42])[C:36]([F:39])([F:38])[F:37])=[CH:30][CH:29]=1)[C:21]1[CH:26]=[CH:25][CH:24]=[CH:23][CH:22]=1. Reported procedure: A mixture of resin-supported triphenylphosphine (3 mmol triphenylphosphine/g resin; 58.6 g) and N-(4-benzyloxy-phenyl)-2,2,2-trifluoro-acetamide (20.8 g) in carbon tetrachloride (800 ml) was heated to reflux under nitrogen for 18 h. The mixture was allowed to cool then filtered, washing the resin with dichloromethane (1 l) and ether (1 l). The organics were concentrated in vacuo to give the title compound as a yellow solid (20.7 g).